This data is from the Open Reaction Database (ORD), a public repository of structured organic reaction records. The task is: describe an organic reaction: reactants, conditions, products, and yield Starting materials: COC(=O)C1=CN(C(C(=C1)C)=O)C (1,5-Dimethyl-6-oxo-1,6-dihydro-pyridine-3-carboxylic acid methyl ester), [OH-].[Na+] (Sodium hydroxide). The solvent is CO (MeOH). Run at temperature 100 celsius. Product: CN1C=C(C=C(C1=O)C)C(=O)O (1,5-Dimethyl-6-oxo-1,6-dihydro-pyridine-3-carboxylic acid). RXN SMILES: C[O:2][C:3]([C:5]1[CH:10]=[C:9]([CH3:11])[C:8](=[O:12])[N:7]([CH3:13])[CH:6]=1)=[O:4].[OH-].[Na+]>CO>[CH3:13][N:7]1[C:8](=[O:12])[C:9]([CH3:11])=[CH:10][C:5]([C:3]([OH:4])=[O:2])=[CH:6]1 |f:1.2|. Procedure details: 1,5-Dimethyl-6-oxo-1,6-dihydro-pyridine-3-carboxylic acid methyl ester C-1 (2.60 g; 14.35 mmol) is suspended in MeOH. Sodium hydroxide (1 M solution, 45 ml; 45.00 mmol) is added and the reaction mixture is heated up to 100° C. (Drysyn, reflux) for 2 h. MeOH is removed under reduced pressure and 1N HCl (46 ml) is added to the solution, precipitation occurs. The precipitate is filtered off and dried under reduced pressure. The reactants are C1(=CC=CC=C1)N=C=S (phenyl isothiocyanate), C1CCOC1 (THF), C1CCOC1 (THF), C(CN)N (ethylenediamine), Cl (HCl). Run in O (water). Yields the product NCCNC(=S)NC1=CC=CC=C1 (1-(2-Aminoethyl)-3-phenylthiourea). RXN SMILES: [C:1]1([N:7]=[C:8]=[S:9])[CH:6]=[CH:5][CH:4]=[CH:3][CH:2]=1.C1COCC1.[CH2:15]([NH2:18])[CH2:16][NH2:17].Cl>O>[NH2:17][CH2:16][CH2:15][NH:18][C:8]([NH:7][C:1]1[CH:6]=[CH:5][CH:4]=[CH:3][CH:2]=1)=[S:9]. Reported procedure: A solution of phenyl isothiocyanate (500 mg) in abs. THF (6 ml) was added dropwise over 20 minutes under argon to a solution of ethylenediamine (5.56 g) in abs. THF (6 ml). Afterwards, the reaction mixture was added to water, acidified with 10% HCl and extracted with ethyl acetate. The aqueous phase was then basified with potassium carbonate and extracted three times with ethyl acetate. The combined organic phases were dried over magnesium sulfate, filtered and concentrated. Subsequently, co-eva... Starting materials: C(C)(C)(C)OC(=O)N(S(=O)(=O)C)C1=C2C=CN(C2=CC=C1)CC(=O)O (2-(4-(N-(tert-butoxycarbonyl)methylsulfonamido)-1H-indol-1-yl)acetic acid), ClC=1C=[N+](C=C(C1C[C@H](O)C1=CC(=C(C=C1)OC(F)F)OCC1CC1)Cl)[O-] ((S)-3,5-dichloro-4-(2-(3-(cyclopropylmethoxy)-4-(difluoromethoxy)phenyl)-2-hydroxyethyl)pyridine 1-oxide), C(CCl)Cl (EDC). Reagents/catalysts: CN(C)C=1C=CN=CC1 (DMAP). Run in C(Cl)Cl (DCM). Product: C(C)(C)(C)OC(=O)N(S(=O)(=O)C)C1=C2C=CN(C2=CC=C1)CC(=O)O[C@@H](CC1=C(C=[N+](C=C1Cl)[O-])Cl)C1=CC(=C(C=C1)OC(F)F)OCC1CC1 ((S)-4-(2-(2-(4-(N-(tert-butoxycarbonyl)-methylsulfonamido)-1H-indol-1-yl)acetoxy)-2-(3-(cyclopropylmethoxy)-4-(difluoromethoxy)phenyl)ethyl)-3,5-dichloropyridine 1-oxide). Yield: 80.3%. As a reaction SMILES: [C:1]([O:5][C:6]([N:8]([C:13]1[CH:21]=[CH:20][CH:19]=[C:18]2[C:14]=1[CH:15]=[CH:16][N:17]2[CH2:22][C:23]([OH:25])=[O:24])[S:9]([CH3:12])(=[O:11])=[O:10])=[O:7])([CH3:4])([CH3:3])[CH3:2].[Cl:26][C:27]1[CH:28]=[N+:29]([O-:52])[CH:30]=[C:31]([Cl:51])[C:32]=1[CH2:33][C@@H:34]([C:36]1[CH:41]=[CH:40][C:39]([O:42][CH:43]([F:45])[F:44])=[C:38]([O:46][CH2:47][CH:48]2[CH2:50][CH2:49]2)[CH:37]=1)O.C(Cl)CCl>C(Cl)Cl.CN(C1C=CN=CC=1)C>[C:1]([O:5][C:6]([N:8]([C:13]1[CH:21]=[CH:20][CH:19]=[C:18]2[C:14]=1[CH:15]=[CH:16][N:17]2[CH2:22][C:23]([O:25][C@H:34]([C:36]1[CH:41]=[CH:40][C:39]([O:42][CH:43]([F:44])[F:45])=[C:38]([O:46][CH2:47][CH:48]2[CH2:49][CH2:50]2)[CH:37]=1)[CH2:33][C:32]1[C:31]([Cl:51])=[CH:30][N+:29]([O-:52])=[CH:28][C:27]=1[Cl:26])=[O:24])[S:9]([CH3:12])(=[O:11])=[O:10])=[O:7])([CH3:4])([CH3:2])[CH3:3]. Procedure details: To a solution of 2-(4-(N-(tert-butoxycarbonyl)methylsulfonamido)-1H-indol-1-yl)acetic acid (250 mg, 0.679 mmol) in DCM (10 ml), (S)-3,5-dichloro-4-(2-(3-(cyclopropylmethoxy)-4-(difluoromethoxy)phenyl)-2-hydroxyethyl)pyridine 1-oxide (285 mg, 0.679 mmol), EDC (390 mg, 2.036 mmol) and DMAP (41.5 mg, 0.339 mmol) were added, and the mixture was reacted at room temperature overnight. The mixture was partitioned between DCM and 1N HCl and the aqueous phase was extracted with DCM (3×20 ml); the solvent... The reactants are ClC1=C(C=CC=C1)C1CC(C=C(C1)NNS(=O)(=O)C1=CC=C(C=C1)C)=O (5-(2-chlorophenyl)-1-[2-(4-methylphenylsulfonyl)hydrazino]cyclohexen-3-one), C([O-])([O-])=O.[K+].[K+] (potassium carbonate), BrCC(=O)C1=CC=CC=C1 (2-bromoacetophenone). The solvent is CO (methanol). Run at temperature 80 celsius, time 3 hour. Yields the product ClC1=C(C=CC=C1)C1CC(C=2C(=CN=NC2C1)C1=CC=CC=C1)=O (7-(2-chlorophenyl)-4-phenyl-5,6,7,8-tetrahydrocinnolin-5-one). Isolated yield 39.8%. RXN SMILES: [Cl:1][C:2]1[CH:7]=[CH:6][CH:5]=[CH:4][C:3]=1[CH:8]1[CH2:13][C:12]([NH:14][NH:15]S(C2C=CC(C)=CC=2)(=O)=O)=[CH:11][C:10](=[O:26])[CH2:9]1.C(=O)([O-])[O-].[K+].[K+].Br[CH2:34][C:35]([C:37]1[CH:42]=[CH:41][CH:40]=[CH:39][CH:38]=1)=O>CO>[Cl:1][C:2]1[CH:7]=[CH:6][CH:5]=[CH:4][C:3]=1[CH:8]1[CH2:13][C:12]2[N:14]=[N:15][CH:34]=[C:35]([C:37]3[CH:42]=[CH:41][CH:40]=[CH:39][CH:38]=3)[C:11]=2[C:10](=[O:26])[CH2:9]1 |f:1.2.3|. Procedure details: A mixture of 5-(2-chlorophenyl)-1-[2-(4-methylphenylsulfonyl)hydrazino]cyclohexen-3-one (1.35 g), anhydrous potassium carbonate (1.19 g), 2-bromoacetophenone (0.893 g) and methanol (30 ml) was stirred at 80° C. for 3 hours. Under reduced pressure, the solvent was evaporated, and the residue was extracted with ethyl acetate. The organic layer was concentrated, and the residue was purified with silica gel column chromatography to give 7-(2-chlorophenyl)-4-phenyl-5,6,7,8-tetrahydrocinnolin-5-one (0... Starting materials: C(C)N1C(=C(C(=O)O)C(C=C1C1=CC=CC=C1)=O)C1=CC=CC=C1 (1-ethyl-2,6-diphenyl-4-oxonicotinic acid), [OH-].[Na+] (NaOH). Run in CO (methanol). Yields the product C(C)N1C(=C(C(=O)[O-])C(C=C1C1=CC=CC=C1)=O)C1=CC=CC=C1.[Na+] (sodium 1-ethyl-2,6-diphenyl-4-oxonicotinate). Yield: 94.9%. Reaction SMILES: [CH2:1]([N:3]1[C:11]([C:12]2[CH:17]=[CH:16][CH:15]=[CH:14][CH:13]=2)=[CH:10][C:9](=[O:18])[C:5]([C:6]([OH:8])=[O:7])=[C:4]1[C:19]1[CH:24]=[CH:23][CH:22]=[CH:21][CH:20]=1)[CH3:2].[OH-].[Na+:26]>CO>[CH2:1]([N:3]1[C:11]([C:12]2[CH:13]=[CH:14][CH:15]=[CH:16][CH:17]=2)=[CH:10][C:9](=[O:18])[C:5]([C:6]([O-:8])=[O:7])=[C:4]1[C:19]1[CH:24]=[CH:23][CH:22]=[CH:21][CH:20]=1)[CH3:2].[Na+:26] |f:1.2,4.5|. Procedure details: 1.38 gms of 1-ethyl-2,6-diphenyl-4-oxonicotinic acid was treated with 0.19 gms of NaOH in 50 mls of dry methanol. Evaporation of the solvent provided 1.40 gms of sodium 1-ethyl-2,6-diphenyl-4-oxonicotinate as a glassy solid.